This data is from the Open Reaction Database (ORD), a public repository of structured organic reaction records. The task is: describe an organic reaction: reactants, conditions, products, and yield Reactants: O=C(CBr)c1ccccn1, O=C1CCN(Cc2ccccc2)CC1, [Ce+3], [Cl-], [Cl-], [Cl-], [I-], [Na+], C1CCOC1. Yields the product Br, O=C(CC1(O)CCN(Cc2ccccc2)CC1)c1ccccn1. As a reaction SMILES: [Br:7][CH2:8][C:9](=[O:10])[c:11]1[n:12][cH:13][cH:14][cH:15][cH:16]1.[CH2:17]([c:18]1[cH:19][cH:20][cH:21][cH:22][cH:23]1)[N:24]1[CH2:25][CH2:26][C:27](=[O:30])[CH2:28][CH2:29]1.[Ce+3:2].[Cl-:1].[Cl-:3].[Cl-:4].[I-:6].[Na+:5].[O:31]1[CH2:32][CH2:33][CH2:34][CH2:35]1>>[BrH:7].[CH2:8]([C:9](=[O:10])[c:11]1[n:12][cH:13][cH:14][cH:15][cH:16]1)[C:27]1([OH:30])[CH2:26][CH2:25][N:24]([CH2:17][c:18]2[cH:19][cH:20][cH:21][cH:22][cH:23]2)[CH2:29][CH2:28]1. The reactants are COC(=O)c1cc(I)c(CF)cc1N, CCCC[Sn](CCCC)(CCCC)c1ccnn1C(C)C, C1COCCO1. Product: COC(=O)c1cc(-c2ccnn2C(C)C)c(CF)cc1N. RXN SMILES: [CH3:1][O:2][C:3]([c:4]1[c:5]([NH2:13])[cH:6][c:7]([CH2:11][F:12])[c:8]([I:10])[cH:9]1)=[O:14].[CH:15]([CH3:16])([CH3:17])[n:18]1[n:19][cH:20][cH:21][c:22]1[Sn:23]([CH2:24][CH2:25][CH2:26][CH3:27])([CH2:28][CH2:29][CH2:30][CH3:31])[CH2:32][CH2:33][CH2:34][CH3:35].[O:36]1[CH2:37][CH2:38][O:39][CH2:40][CH2:41]1>>[CH3:1][O:2][C:3]([c:4]1[c:5]([NH2:13])[cH:6][c:7]([CH2:11][F:12])[c:8](-[c:22]2[n:18]([CH:15]([CH3:16])[CH3:17])[n:19][cH:20][cH:21]2)[cH:9]1)=[O:14]. The reactants are FC1=C(C=C2C=CNC(C2=C1)=O)OC (7-fluoro-6-methoxyisoquinolin-1(2H)-one), CO (methanol), CS(=O)(=O)O (methane sulphonic acid). The product is FC1=C(C=C2C(=CNC(C2=C1)=O)OC)OC (7-fluoro-4,6-dimethoxyisoquinolin-1(2H)-one). Yield: 91.0%. RXN SMILES: [F:1][C:2]1[CH:11]=[C:10]2[C:5]([CH:6]=[CH:7][NH:8][C:9]2=[O:12])=[CH:4][C:3]=1[O:13][CH3:14].CS(O)(=O)=O.[CH3:20][OH:21]>>[F:1][C:2]1[CH:11]=[C:10]2[C:5]([C:6]([O:21][CH3:20])=[CH:7][NH:8][C:9]2=[O:12])=[CH:4][C:3]=1[O:13][CH3:14]. Reported procedure: To a solution of 7-fluoro-6-methoxyisoquinolin-1(2H)-one (6.3 g, 32.6 mmol) in methanol (70 ml) was added iodozobenzenediacetate (10.5 g, 32.6 mmol) followed by methane sulphonic acid (3.76 g, 39.1 mmol) at room temperature. The reaction mass was heated at reflux for 3 h. The solvent was evaporated and the residue was diluted with cold water. The precipitated solid was filtered, washed with water to get crude compound (6.6 g, 91%) as a light red colored solid. MS: MS m/z 224.0 (M++1). Reactants: Cl.C(C1=CC=CC=C1)N1CC2(CC1)OC1=CC=C(C=C1C(C2)=O)/C=C/C(=O)O ((±)-(E)-3-[1′Benzyl-4-oxo-spiro(chromane-2,3′-pyrrolidine)-6-yl]-acrylic acid hydrochloride salt), NOC1OCCCC1 (NH2OTHP). The product is C(C1=CC=CC=C1)N1CC2(CC1)OC1=CC=C(C=C1C(C2)=O)/C=C/C(=O)NOC2OCCCC2 ((±)-(E)-3-[1′-benzyl-4-oxo-spiro(chromane-2,3′-pyrrolidine)-6-yl]-N-(tetrahydro-pyran-2-yloxy)-acrylamide). RXN SMILES: Cl.[CH2:2]([N:9]1[CH2:13][CH2:12][C:11]2([CH2:22][C:21](=[O:23])[C:20]3[C:15](=[CH:16][CH:17]=[C:18](/[CH:24]=[CH:25]/[C:26](O)=[O:27])[CH:19]=3)[O:14]2)[CH2:10]1)[C:3]1[CH:8]=[CH:7][CH:6]=[CH:5][CH:4]=1.[NH2:29][O:30][CH:31]1[CH2:36][CH2:35][CH2:34][CH2:33][O:32]1>>[CH2:2]([N:9]1[CH2:13][CH2:12][C:11]2([CH2:22][C:21](=[O:23])[C:20]3[C:15](=[CH:16][CH:17]=[C:18](/[CH:24]=[CH:25]/[C:26]([NH:29][O:30][CH:31]4[CH2:36][CH2:35][CH2:34][CH2:33][O:32]4)=[O:27])[CH:19]=3)[O:14]2)[CH2:10]1)[C:3]1[CH:4]=[CH:5][CH:6]=[CH:7][CH:8]=1 |f:0.1|. Procedure details: (±)-(E)-3-[1′Benzyl-4-oxo-spiro(chromane-2,3′-pyrrolidine)-6-yl]-acrylic acid hydrochloride salt (450 mg, 1.12 mmol) was treated with NH2OTHP following the procedure described in Example 1, Step C, giving (±)-(E)-3-[1′-benzyl-4-oxo-spiro(chromane-2,3′-pyrrolidine)-6-yl]-N-(tetrahydro-pyran-2-yloxy)-acrylamide (226 mg) as a light yellow solid. Starting materials: C(C)(=O)OC1=CC2=CC[C@H]3[C@@H]4CC[C@@H]([C@@]4(C)CC[C@@H]3[C@H]2CC1)OC(C)=O (3,17β-diacetoxyestr-3,5-diene), BrN1C(CCC1=O)=O (N-bromosuccinimide), CC(=O)C (acetone), CC(=O)C (acetone), C(C)(=O)[O-].[Na+] (sodium acetate). The solvent is CCCCCC (hexane), N1=CC=CC=C1 (pyridine), C(C)(=O)O (acetic acid), O (water), [Cl-].[Na+].O (brine). Run at time 3 hour. Product: C(C)(=O)O.O[C@@H]1[C@]2(C)[C@@H](CC1)[C@@H]1C=CC3=CC(CC[C@@H]3[C@H]1CC2)=O (17β-hydroxy-estra-4,6-dien-3-one acetate). As a reaction SMILES: [C:1]([O:4][C:5]1[CH2:22][CH2:21][C@H:20]2[C:7](=[CH:8][CH2:9][C@@H:10]3[C@@H:19]2[CH2:18][CH2:17][C@@:15]2([CH3:16])[C@H:11]3[CH2:12][CH2:13][C@@H:14]2[O:23]C(=O)C)[CH:6]=1)(=[O:3])[CH3:2].CC(C)=O.C([O-])(=O)C.[Na+].BrN1C(=O)CCC1=O>[Cl-].[Na+].O.CCCCCC.N1C=CC=CC=1.C(O)(=O)C.O>[C:1]([OH:4])(=[O:3])[CH3:2].[OH:23][C@H:14]1[CH2:13][CH2:12][C@H:11]2[C@H:10]3[C@H:19]([CH2:18][CH2:17][C@:15]12[CH3:16])[C@@H:20]1[C:7](=[CH:6][C:5](=[O:4])[CH2:22][CH2:21]1)[CH:8]=[CH:9]3 |f:2.3,5.6.7,12.13|. Reported procedure: The compound 3,17β-diacetoxyestr-3,5-diene, 60.0 g (0.158 mole) prepared as in Example 1, is placed in an acetone buffered solution containing 3,180 ml of acetone, 816 ml of water, 81.6 ml of acetic acid, 18 ml of pyridine, and 81.6 g of sodium acetate. The solution is cooled to 0°-5° C. using a salt-methanol-ice bath and 32.1 g (0.18 mole) of N-bromosuccinimide is added at one time. The reaction mixture is totally shielded from light and stirring continued for a period of 3 hours at 0°-5° C. Th... The reactants are OC1(CCN(CC1)C(C1=CC(=C(C=C1)OC(C)C)C)=O)CC(CC(=O)C=1C=NC=CC1)=O (4-[4-hydroxy-1-(4-isopropoxy-3-methyl-benzoyl)-4-piperidyl]-1-(3-pyridyl)butane-1,3-dione), CC1=CC=C(C=C1)S(=O)(=O)[O-].C1=CC=[NH+]C=C1 (PPTS), O (Water). Solvent: ClCCl (dichloromethane). Conditions: temperature 120 celsius. The product is C(C)(C)OC1=C(C=C(C(=O)N2CCC3(CC2)CC(C=C(O3)C=3C=NC=CC3)=O)C=C1)C (3-(4-isopropoxy-3-methyl-benzoyl)-10-(3-pyridyl)-11-oxa-3-azaspiro[5.5]undec-9-en-8-one). As a reaction SMILES: [OH:1][C:2]1([CH2:21][C:22](=[O:32])[CH2:23][C:24]([C:26]2[CH:27]=[N:28][CH:29]=[CH:30][CH:31]=2)=O)[CH2:7][CH2:6][N:5]([C:8](=[O:20])[C:9]2[CH:14]=[CH:13][C:12]([O:15][CH:16]([CH3:18])[CH3:17])=[C:11]([CH3:19])[CH:10]=2)[CH2:4][CH2:3]1.CC1C=CC(S([O-])(=O)=O)=CC=1.C1C=C[NH+]=CC=1.O>ClCCl>[CH:16]([O:15][C:12]1[CH:13]=[CH:14][C:9]([C:8]([N:5]2[CH2:6][CH2:7][C:2]3([O:1][C:24]([C:26]4[CH:27]=[N:28][CH:29]=[CH:30][CH:31]=4)=[CH:23][C:22](=[O:32])[CH2:21]3)[CH2:3][CH2:4]2)=[O:20])=[CH:10][C:11]=1[CH3:19])([CH3:18])[CH3:17] |f:1.2|. Procedure details: To a solution of 4-[4-hydroxy-1-(4-isopropoxy-3-methyl-benzoyl)-4-piperidyl]-1-(3-pyridyl)butane-1,3-dione (1 mmol) in dichloromethane (5 mL) was added PPTS (251 mg, 1.00 mmol). The mixture was heated in microwave at 120° C. for 45 min. Water was added. The aqueous layer was extracted with dichloromethane (2×). The combined organic layers were washed with brine, dried over MgSO4, filtered and concentrated to dryness. The residue was purified by column chromatography (40-50% ethyl acetate-Hex) to... The reactants are COC=1C=C(C=C(C1OC)SC)NC1=NC=CC(=N1)NC1=CC(=CC=C1)OC (N2-(3,4-Dimethoxy-5-(methylthio)phenyl)-N4-(3-methoxyphenyl)-2,4-pyrimidinediamine), ClC1=C(C(=CC(=C1)[N+](=O)[O-])OC)OC (1-chloro-2,3-dimethoxy-5-nitrobenzene). Product: Cl.ClC=1C=C(C=C(C1OC)OC)NC1=NC=CC(=N1)NC1=CC(=CC=C1)OC (N2-(3-Chloro-4,5-dimethoxyphenyl)-N4-(3-methoxyphenyl)-2,4-pyrimidinediamine hydrochloride). As a reaction SMILES: [CH3:1][O:2][C:3]1[CH:4]=[C:5]([NH:13][C:14]2[N:19]=[C:18]([NH:20][C:21]3[CH:26]=[CH:25][CH:24]=[C:23]([O:27][CH3:28])[CH:22]=3)[CH:17]=[CH:16][N:15]=2)[CH:6]=[C:7](SC)[C:8]=1[O:9][CH3:10].[Cl:29]C1C=C([N+]([O-])=O)C=C(OC)C=1OC>>[ClH:29].[Cl:29][C:7]1[CH:6]=[C:5]([NH:13][C:14]2[N:19]=[C:18]([NH:20][C:21]3[CH:26]=[CH:25][CH:24]=[C:23]([O:27][CH3:28])[CH:22]=3)[CH:17]=[CH:16][N:15]=2)[CH:4]=[C:3]([O:2][CH3:1])[C:8]=1[O:9][CH3:10] |f:2.3|. Reported procedure: The aniline starting material was prepared in a similar manner to the analogous aniline of Example 113, from 1-chloro-2,3-dimethoxy-5-nitrobenzene (1.08 g, 5.82 mmol), to give the desired product (0.85 g) as a white solid m.p. 66-68°. MS m/z 188 (M+H)+. Reactants: C(C1=CC=CC=C1)OCO[C@@H]1C[C@@H](N(C1)C(=O)[C@@H]1CC[C@H](CC1)C(F)(F)F)COC=1C(=NC=CC1)C(=O)O (3-(((2R,4R)-4-(benzyloxymethoxy)-1-(trans-4-(trifluoromethyl)cyclohexanecarbonyl)pyrrolidin-2-yl)methoxy)picolinic acid), N1=C(C=CC=C1)N (pyridin-2-amine), Cl.Cl.N1[C@H](CCC1)COC=1C(=NC=CC1)C(=O)N ((R)-3-(pyrrolidin-2-ylmethoxy)picolinamide dihydrochloride). The product is C(C1=CC=CC=C1)OCO[C@@H]1C[C@@H](N(C1)C(=O)[C@@H]1CC[C@H](CC1)C(F)(F)F)COC=1C(=NC=CC1)C(=O)NC1=NC=CC=C1 (3-(((2R,4R)-4-(benzyloxymethoxy)-1-(trans-4-(trifluoromethyl)cyclohexanecarbonyl)pyrrolidin-2-yl)methoxy)-N-(pyridin-2-yl)picolinamide). As a reaction SMILES: [CH2:1]([O:8][CH2:9][O:10][C@H:11]1[CH2:15][N:14]([C:16]([C@H:18]2[CH2:23][CH2:22][C@H:21]([C:24]([F:27])([F:26])[F:25])[CH2:20][CH2:19]2)=[O:17])[C@@H:13]([CH2:28][O:29][C:30]2[C:31]([C:36]([OH:38])=O)=[N:32][CH:33]=[CH:34][CH:35]=2)[CH2:12]1)[C:2]1[CH:7]=[CH:6][CH:5]=[CH:4][CH:3]=1.[N:39]1[CH:44]=[CH:43][CH:42]=[CH:41][C:40]=1[NH2:45].Cl.Cl.N1CCC[C@@H]1COC1C(C(N)=O)=NC=CC=1>>[CH2:1]([O:8][CH2:9][O:10][C@H:11]1[CH2:15][N:14]([C:16]([C@H:18]2[CH2:19][CH2:20][C@H:21]([C:24]([F:25])([F:26])[F:27])[CH2:22][CH2:23]2)=[O:17])[C@@H:13]([CH2:28][O:29][C:30]2[C:31]([C:36]([NH:45][C:40]3[CH:41]=[CH:42][CH:43]=[CH:44][N:39]=3)=[O:38])=[N:32][CH:33]=[CH:34][CH:35]=2)[CH2:12]1)[C:2]1[CH:3]=[CH:4][CH:5]=[CH:6][CH:7]=1 |f:2.3.4|. Procedure details: The title compound was prepared according to the procedure described in Step 4 of EXAMPLE 1 using 3-(((2R,4R)-4-(benzyloxymethoxy)-1-(trans-4-(trifluoromethyl)cyclohexanecarbonyl)pyrrolidin-2-yl)methoxy)picolinic acid (EXAMPLE 79 Step 6) and pyridin-2-amine instead of cis-4-(trifluoromethyl)cyclohexanecarboxylic acid and (R)-3-(pyrrolidin-2-ylmethoxy)picolinamide dihydrochloride. Product: Brc1ccc(OCc2ccccc2)c(C2CCCC2)c1. As a reaction SMILES: [Br:1][c:2]1[cH:3][c:4]([CH:9]2[CH2:10][CH2:11][CH2:12][CH2:13]2)[c:5]([OH:8])[cH:6][cH:7]1.[Br:20][CH2:21][c:22]1[cH:23][cH:24][cH:25][cH:26][cH:27]1.[C:14](=[O:15])([O-:16])[O-:17].[Cs+:18].[Cs+:19].[O:28]=[CH:29][N:30]([CH3:31])[CH3:32]>>[Br:1][c:2]1[cH:3][c:4]([CH:9]2[CH2:10][CH2:11][CH2:12][CH2:13]2)[c:5]([O:8][CH2:21][c:22]2[cH:23][cH:24][cH:25][cH:26][cH:27]2)[cH:6][cH:7]1. Starting materials: Oc1ccc(Br)cc1C1CCCC1, BrCc1ccccc1, O=C([O-])[O-], [Cs+], [Cs+], CN(C)C=O.